Dataset: the Open Reaction Database (ORD), a public repository of structured organic reaction records. Task: describe an organic reaction: reactants, conditions, products, and yield Reactants: BrC1CCN(C2=C(C1=O)C=CC=C2)C(=O)C2=CC(=C(C(=O)OC)C=C2)OC (methyl 4-(4-bromo-5-oxo-2,3,4,5-tetrahydro-1H-1-benzazepin-1-yl)carbonyl-2-methoxybenzoate), C([O-])([O-])=O.[K+].[K+] (potassium carbonate), Cl.C(C)(=N)N (acetamidine hydrochloride). The solvent is C(Cl)(Cl)Cl (chloroform), C(C)#N (acetonitrile). Run at temperature 90 celsius. Product: CC=1NC2=C(CCN(C3=C2C=CC=C3)C(=O)C3=CC(=C(C(=O)OC)C=C3)OC)N1 (methyl 4-(2-methyl-1,4,5,6-tetrahydro-imidazo[4,5-d][1]benzazepin-6-yl)carbonyl-2-methoxybenzoate). The yield is 43.7%. As a reaction SMILES: Br[CH:2]1[C:8](=O)[C:7]2[CH:10]=[CH:11][CH:12]=[CH:13][C:6]=2[N:5]([C:14]([C:16]2[CH:25]=[CH:24][C:19]([C:20]([O:22][CH3:23])=[O:21])=[C:18]([O:26][CH3:27])[CH:17]=2)=[O:15])[CH2:4][CH2:3]1.C(=O)([O-])[O-].[K+].[K+].Cl.[C:35]([NH2:38])(=[NH:37])[CH3:36]>C(#N)C.C(Cl)(Cl)Cl>[CH3:36][C:35]1[NH:37][C:8]2[C:7]3[CH:10]=[CH:11][CH:12]=[CH:13][C:6]=3[N:5]([C:14]([C:16]3[CH:25]=[CH:24][C:19]([C:20]([O:22][CH3:23])=[O:21])=[C:18]([O:26][CH3:27])[CH:17]=3)=[O:15])[CH2:4][CH2:3][C:2]=2[N:38]=1 |f:1.2.3,4.5|. Reported procedure: To a suspension of methyl 4-(4-bromo-5-oxo-2,3,4,5-tetrahydro-1H-1-benzazepin-1-yl)carbonyl-2-methoxybenzoate (240 mg) and potassium carbonate (767 mg) in acetonitrile (8 ml) was added acetamidine hydrochloride (472 mg) and the mixture was heated at 90° C. for 3 hours. After cooling, the reaction mixture was diluted with chloroform and washed with water. The organic layer was dried over sodium sulfate and the solvent was evaporated in vacuo. The residue was purified by column chromatography (SiO... Starting materials: intermediate 79, OC1=CC(=NC2=C(C(=CC=C12)OC)C)C=1SC=C(N1)C(C)C (4-hydroxy-2-(4-isopropylthiazole-2-yl)-7-methoxy-8-methylquinoline), C(C)(C)C=1N=C(SC1)C1=NC2=C(C(=CC=C2C(=C1)OC1CC2C(N(CCCCC=CC3CC3(NC(C2C1)=O)C(=O)O)C)=O)OC)C (17-[2-(4-isopropylthiazole-2-yl)-7-methoxy-8-methylquinolin-4-yloxy]-13-methyl-2,14-dioxo-3,13-diazatricyclo[13.3.0.04,6]octadec-7-ene-4-carboxylic acid). Product: C(C)(C)C=1N=C(SC1)C1=NC2=C(C(=CC=C2C(=C1)OC1CC2C(NCCCCCC=CC3CC3(NC(C2C1)=O)C(=O)O)=O)OC)C (18-[2-(4-isopropylthiazole-2-yl)-7-methoxy-8-methylquinolin-4-yloxy]-2,15-dioxo-3,14-diazatricyclo[14.3.0.04,6]nonadec-7-ene-4-carboxylic acid). As a reaction SMILES: OC1C2C(=C(C)C(OC)=CC=2)N=C(C2SC=C(C(C)C)N=2)C=1.[CH:23]([C:26]1[N:27]=[C:28]([C:31]2[CH:40]=[C:39]([O:41][CH:42]3[CH2:59][CH:58]4[CH:44]([C:45](=[O:65])[N:46]([CH3:64])[CH2:47][CH2:48][CH2:49][CH2:50][CH:51]=[CH:52][CH:53]5[C:55]([C:61]([OH:63])=[O:62])([NH:56][C:57]4=[O:60])[CH2:54]5)[CH2:43]3)[C:38]3[C:33](=[C:34]([CH3:68])[C:35]([O:66][CH3:67])=[CH:36][CH:37]=3)[N:32]=2)[S:29][CH:30]=1)([CH3:25])[CH3:24]>>[CH:23]([C:26]1[N:27]=[C:28]([C:31]2[CH:40]=[C:39]([O:41][CH:42]3[CH2:59][CH:58]4[CH:44]([C:45](=[O:65])[NH:46][CH2:64][CH2:47][CH2:48][CH2:49][CH2:50][CH:51]=[CH:52][CH:53]5[C:55]([C:61]([OH:63])=[O:62])([NH:56][C:57]4=[O:60])[CH2:54]5)[CH2:43]3)[C:38]3[C:33](=[C:34]([CH3:68])[C:35]([O:66][CH3:67])=[CH:36][CH:37]=3)[N:32]=2)[S:29][CH:30]=1)([CH3:25])[CH3:24]. Procedure: The title compound was prepared from intermediate 79 and quinoline 36 following the procedure (Steps D-F) reported for the preparation of 17-[2-(4-isopropylthiazole-2-yl)-7-methoxy-8-methylquinolin-4-yloxy]-13-methyl-2,14-dioxo-3,13-diazatricyclo-[13.3.0.04,6]octadec-7-ene-4-carboxylic acid (46): m/z=647 (M+H)+. The reactants are ClCCCl, COc1nc2c(Cl)cccc2s1, Cl. Product: O=c1[nH]c2c(Cl)cccc2s1. Reaction SMILES: [Cl:14][CH2:15][CH2:16][Cl:17].[Cl:1][c:2]1[cH:3][cH:4][cH:5][c:6]2[c:7]1[n:8][c:9]([O:11][CH3:12])[s:10]2.[ClH:13]>>[Cl:1][c:2]1[cH:3][cH:4][cH:5][c:6]2[c:7]1[nH:8][c:9](=[O:11])[s:10]2. Reactants: N[C@@H](CC)C1=NC2=CC=CC(=C2C(N1C1=CC=CC=C1)=O)F ((S)-2-(1-amino-propyl)-5-fluoro-3-phenyl-3H-quinazolin-4-one), BrC1=C2NC=NC2=NC=N1 (6-bromopurine), CCN(C(C)C)C(C)C (DIEA). The solvent is C(C)(C)(C)O (tert-butanol), CCO (EtOH). Run at temperature 80 celsius, time 24 hour. Yields the product FC1=C2C(N(C(=NC2=CC=C1)[C@H](CC)NC1=C2N=CNC2=NC=N1)C1=CC=CC=C1)=O ((S)-5-fluoro-3-phenyl-2-[1-(9H-purin-6-ylamino)-propyl]-3H-quinazolin-4-one). As a reaction SMILES: [NH2:1][C@H:2]([C:5]1[N:14]([C:15]2[CH:20]=[CH:19][CH:18]=[CH:17][CH:16]=2)[C:13](=[O:21])[C:12]2[C:7](=[CH:8][CH:9]=[CH:10][C:11]=2[F:22])[N:6]=1)[CH2:3][CH3:4].Br[C:24]1[N:32]=[CH:31][N:30]=[C:29]2[C:25]=1[NH:26][CH:27]=[N:28]2.CCN(C(C)C)C(C)C>C(O)(C)(C)C.CCO>[F:22][C:11]1[CH:10]=[CH:9][CH:8]=[C:7]2[C:12]=1[C:13](=[O:21])[N:14]([C:15]1[CH:16]=[CH:17][CH:18]=[CH:19][CH:20]=1)[C:5]([C@@H:2]([NH:1][C:24]1[N:32]=[CH:31][N:30]=[C:29]3[C:25]=1[N:26]=[CH:27][NH:28]3)[CH2:3][CH3:4])=[N:6]2. Procedure details: A suspension of compound 111 (65.6 mmol, 1 eq), 6-bromopurine (14.6 g, 73.4 mmol, 1.1 eq), and DIEA (24.3 mL, 140 mmol, 2 eq) in tert-butanol (40 mL) was stirred for 24 h at 80° C. The reaction mixture was concentrated in vacuo and treated with water to yield a solid crude product that was collected by vacuum filtration, washed with water, and air dried. Half of the obtained solid crude product was dissolved in MeOH (600 mL), concentrated onto silica gel (300 mL dry), and purified by flash chrom... The reactants are O.NN (Hydrazine monohydrate), COC(=O)C=1C=C2N=C(C(=NC2=CC1)Cl)Cl (2,3-dichloro-quinoxaline-6-carboxylic acid methyl ester), O.NN (hydrazine monohydrate). Solvent: CO (methanol). Reaction conditions: temperature 0 celsius, time 3 hour. The product is COC(=O)C=1C=C2N=C(C(=NC2=CC1)NN)Cl (3-chloro-2-hydrazino-quinoxaline-6-carboxylic acid methyl ester). Reaction SMILES: O.[NH2:2][NH2:3].[CH3:4][O:5][C:6]([C:8]1[CH:9]=[C:10]2[C:15](=[CH:16][CH:17]=1)[N:14]=[C:13](Cl)[C:12]([Cl:19])=[N:11]2)=[O:7]>CO>[CH3:4][O:5][C:6]([C:8]1[CH:9]=[C:10]2[C:15](=[CH:16][CH:17]=1)[N:14]=[C:13]([NH:2][NH2:3])[C:12]([Cl:19])=[N:11]2)=[O:7] |f:0.1|. Procedure: Hydrazine monohydrate (0.26 mL) was added dropwise to a suspension of 2,3-dichloro-quinoxaline-6-carboxylic acid methyl ester (1.2 g) in methanol (10 mL) at −10° C. After three hrs. at this temperature, an additional portion of hydrazine monohydrate (0.26 mL) was added, and the resulting mixture was stirred at 0° C. for three hrs., and then for one hr. at 23° C. The suspension was filtered, and the solids were washed with MeOH. Flash column chromatography provided a residue that was recrystalliz...